describe an organic reaction: reactants, conditions, products, and yield From a dataset of the Open Reaction Database (ORD), a public repository of structured organic reaction records. Starting materials: ClC1=C(C(=O)O)C=CC=C1Cl (2,3-dichlorobenzoic acid), ClC1=CC=C(C=C1)C(CN)C1CCOCC1 (2-(4-chlorophenyl)-2-(tetrahydro-2H-pyran-4-yl)ethanamine). The product is ClC1=C(C(=O)NCC(C2CCOCC2)C2=CC=C(C=C2)Cl)C=CC=C1Cl (2,3-dichloro-N-(2-(4-chlorophenyl)-2-(tetr ahydro-2H-pyran-4-yl)ethyl)benz amide). RXN SMILES: [Cl:1][C:2]1[C:10]([Cl:11])=[CH:9][CH:8]=[CH:7][C:3]=1[C:4]([OH:6])=O.[Cl:12][C:13]1[CH:18]=[CH:17][C:16]([CH:19]([CH:22]2[CH2:27][CH2:26][O:25][CH2:24][CH2:23]2)[CH2:20][NH2:21])=[CH:15][CH:14]=1>>[Cl:1][C:2]1[C:10]([Cl:11])=[CH:9][CH:8]=[CH:7][C:3]=1[C:4]([NH:21][CH2:20][CH:19]([C:16]1[CH:15]=[CH:14][C:13]([Cl:12])=[CH:18][CH:17]=1)[CH:22]1[CH2:23][CH2:24][O:25][CH2:26][CH2:27]1)=[O:6]. Procedure: From 2,3-dichlorobenzoic acid and 2-(4-chlorophenyl)-2-(tetrahydro-2H-pyran-4-yl)ethanamine. LCMS (MH+): m/z=412.1, tR (minutes, Method G)=2.49 Reactants: C1CCOC1, C1COCCO1, CNC, COC(C)(C)CCn1nc(Nc2c(Cl)cccc2Cl)c2cnc(Cl)nc21, O=C(O)C(F)(F)F. Yields the product O=C(O)C(F)(F)F, CNc1ncc2c(Nc3c(Cl)cccc3Cl)nn(CCC(C)(C)OC)c2n1. As a reaction SMILES: [CH2:27]1[O:28][CH2:29][CH2:30][CH2:31]1.[CH2:42]1[O:43][CH2:44][CH2:45][O:46][CH2:47]1.[CH3:32][NH:33][CH3:34].[Cl:1][c:2]1[n:3][cH:4][c:5]2[c:6]([n:7]1)[n:8]([CH2:20][CH2:21][C:22]([CH3:23])([CH3:24])[O:25][CH3:26])[n:9][c:10]2[NH:11][c:12]1[c:13]([Cl:19])[cH:14][cH:15][cH:16][c:17]1[Cl:18].[F:35][C:36]([C:37](=[O:38])[OH:39])([F:40])[F:41]>>[F:35][C:36]([C:37](=[O:38])[OH:39])([F:40])[F:41].[c:2]1([NH:33][CH3:32])[n:3][cH:4][c:5]2[c:6]([n:7]1)[n:8]([CH2:20][CH2:21][C:22]([CH3:23])([CH3:24])[O:25][CH3:26])[n:9][c:10]2[NH:11][c:12]1[c:13]([Cl:19])[cH:14][cH:15][cH:16][c:17]1[Cl:18]. Reactants: CS(C)=O, Cl, [F-], [K+], O=C1OC(=O)c2cc([N+](=O)[O-])ccc21. Product: O=C1OC(=O)c2cc(F)ccc21. RXN SMILES: [CH3:18][S:19](=[O:20])[CH3:21].[ClH:17].[F-:15].[K+:16].[N+:1]([O-:2])(=[O:3])[c:4]1[cH:5][c:6]2[c:7]([cH:13][cH:14]1)[C:8](=[O:9])[O:10][C:11]2=[O:12]>>[c:4]1([F:15])[cH:5][c:6]2[c:7]([cH:13][cH:14]1)[C:8](=[O:9])[O:10][C:11]2=[O:12]. Reaction SMILES: Br[C:2]1[NH:16][C:15]2[C:17]3[C:3]=1[CH2:4][C@@H:5]1[C:10]([C:11]=3[CH:12]=[CH:13][CH:14]=2)=[CH:9][C@H:8]([NH:18][C:19](=[O:25])[N:20]([CH2:23][CH3:24])[CH2:21][CH3:22])[CH2:7][N:6]1[CH3:26].[BH4-].[Na+].N>FC(F)(F)C(O)=O>[CH3:26][N:6]1[C@H:5]2[C:10]([C:11]3[CH:12]=[CH:13][CH:14]=[C:15]4[C:17]=3[C@H:3]([CH2:4]2)[CH2:2][NH:16]4)=[CH:9][C@H:8]([NH:18][C:19](=[O:25])[N:20]([CH2:23][CH3:24])[CH2:21][CH3:22])[CH2:7]1 |f:1.2|. Isolated yield 62.2%. Procedure details: In an ice bath, 280 ml of trifluoroacetic acid is cooled and then successively combined, under inert gas, with 12.5 g of 3-(2-bromo-9,10-didehydro-6-methyl-8α-ergolinyl)-1,1-diethylurea (30 millimoles) and 7 g of sodium borohydride in tablet form. The mixture is stirred under ice cooling for 4 hours and, during this time, 2×3 g of sodium borohydride is added. Then the reaction mixture is poured on about 200 ml. of ice and, under ice cooling, gently neutralized with concentrated aqueous ammonia s... The reactants are BrC1=C2C[C@H]3N(C[C@H](C=C3C=3C=CC=C(N1)C32)NC(N(CC)CC)=O)C (3-(2-bromo-9,10-didehydro-6-methyl-8α-ergolinyl)-1,1-diethylurea), N (ammonia), [BH4-].[Na+] (sodium borohydride), [BH4-].[Na+] (sodium borohydride). Yields the product CN1C[C@H](C=C2C=3C=CC=C4NC[C@@H](C[C@@H]12)C34)NC(N(CC)CC)=O (3-(9,10-didehydro-2,3β-dihydro-6-methyl-8α-ergolinyl)-1,1-diethylurea). Solvent: FC(C(=O)O)(F)F (trifluoroacetic acid).